This data is from the Open Reaction Database (ORD), a public repository of structured organic reaction records. The task is: describe an organic reaction: reactants, conditions, products, and yield Reactants: CCN(C(C)C)C(C)C, c1ccc(N2CCNCC2)cc1, CCCc1cc(CCC=O)nn1-c1ccccc1. Product: CCCc1cc(CCCN2CCN(c3ccccc3)CC2)nn1-c1ccccc1. Reaction SMILES: [CH:31]([N:32]([CH2:33][CH3:34])[CH:35]([CH3:36])[CH3:37])([CH3:38])[CH3:39].[c:19]1([N:25]2[CH2:26][CH2:27][NH:28][CH2:29][CH2:30]2)[cH:20][cH:21][cH:22][cH:23][cH:24]1.[c:1]1(-[n:7]2[n:8][c:9]([CH2:15][CH2:16][CH:17]=[O:18])[cH:10][c:11]2[CH2:12][CH2:13][CH3:14])[cH:2][cH:3][cH:4][cH:5][cH:6]1>>[c:1]1(-[n:7]2[n:8][c:9]([CH2:15][CH2:16][CH2:17][N:28]3[CH2:27][CH2:26][N:25]([c:19]4[cH:20][cH:21][cH:22][cH:23][cH:24]4)[CH2:30][CH2:29]3)[cH:10][c:11]2[CH2:12][CH2:13][CH3:14])[cH:2][cH:3][cH:4][cH:5][cH:6]1. Reactants: Cc1nccs1, O=C1CCC2(CC1)OCCO2. Yields the product Cc1ncc(C2(O)CCC3(CC2)OCCO3)s1. As a reaction SMILES: [CH3:1][c:2]1[s:3][cH:4][cH:5][n:6]1.[O:7]1[CH2:8][CH2:9][O:10][C:11]12[CH2:12][CH2:13][C:14](=[O:17])[CH2:15][CH2:16]2>>[CH3:1][c:2]1[s:3][c:4]([C:14]2([OH:17])[CH2:13][CH2:12][C:11]3([O:7][CH2:8][CH2:9][O:10]3)[CH2:16][CH2:15]2)[cH:5][n:6]1. Starting materials: N1C(CCC12CCC(CC2)=O)=O (1-azaspiro[4.5]decane-2,8-dione), C(CO)O (ethylene glycol). The reagents and catalysts are CC1=CC=C(C=C1)S(=O)(=O)O (4-methylbenzenesulfonic acid). Run in C1(=CC=CC=C1)C (toluene). Product: O1CCOC12CCC1(NC(CC1)=O)CC2 (1,4-Dioxa-9-azadispiro[4.2.4.2]tetradecan-10-one). Isolated yield 95.1%. As a reaction SMILES: [NH:1]1[C:5]2([CH2:10][CH2:9][C:8](=[O:11])[CH2:7][CH2:6]2)[CH2:4][CH2:3][C:2]1=[O:12].[CH2:13](O)[CH2:14][OH:15]>C1(C)C=CC=CC=1.CC1C=CC(S(O)(=O)=O)=CC=1>[O:15]1[C:8]2([CH2:9][CH2:10][C:5]3([CH2:4][CH2:3][C:2](=[O:12])[NH:1]3)[CH2:6][CH2:7]2)[O:11][CH2:13][CH2:14]1. Reported procedure: A stirred mixture of 1-azaspiro[4.5]decane-2,8-dione (P1, 2.00 g, 12.0 mmol), ethylene glycol (2.96 g, 47.7 mmol), and 4-methylbenzenesulfonic acid (100 mg, 0.735 mmol) in toluene (100 mL) was refluxed for 20 h with Dean-Stark apparatus to remove water. After this time, the reaction mixture was cooled to room temperature and concentrated under reduced pressure. The resulting residue was mixed with saturated aqueous sodium bicarbonate (100 mL) and the resulting aqueous mixture was extracted with ... The reactants are BrCc1ccccc1, CCOC(C)=O, O=C1Nc2ccccc2C(=CCCN2CCC(O)(c3ccc(Cl)cc3)CC2)c2ccccc21, Cl, [H-], [Na+], CN(C)C=O, O. Yields the product O=C1c2ccccc2C(=CCCN2CCC(O)(c3ccc(Cl)cc3)CC2)c2ccccc2N1Cc1ccccc1. As a reaction SMILES: [Br:37][CH2:38][c:39]1[cH:40][cH:41][cH:42][cH:43][cH:44]1.[CH3:51][CH2:52][O:53][C:54](=[O:55])[CH3:56].[Cl:2][c:3]1[cH:4][cH:5][c:6]([C:9]2([OH:34])[CH2:10][CH2:11][N:12]([CH2:15][CH2:16][CH:17]=[C:18]3[c:19]4[c:20]([cH:30][cH:31][cH:32][cH:33]4)[NH:21][C:22](=[O:29])[c:23]4[c:24]3[cH:25][cH:26][cH:27][cH:28]4)[CH2:13][CH2:14]2)[cH:7][cH:8]1.[ClH:1].[H-:35].[Na+:36].[O:46]=[CH:47][N:48]([CH3:49])[CH3:50].[OH2:45]>>[Cl:2][c:3]1[cH:4][cH:5][c:6]([C:9]2([OH:34])[CH2:10][CH2:11][N:12]([CH2:15][CH2:16][CH:17]=[C:18]3[c:19]4[c:20]([cH:30][cH:31][cH:32][cH:33]4)[N:21]([CH2:38][c:39]4[cH:40][cH:41][cH:42][cH:43][cH:44]4)[C:22](=[O:29])[c:23]4[c:24]3[cH:25][cH:26][cH:27][cH:28]4)[CH2:13][CH2:14]2)[cH:7][cH:8]1. Reactants: Brc1cccc2cnccc12, COC(=O)C(=O)OC, [Li]C(C)(C)C, C1CCOC1. Product: COC(=O)C(=O)c1cccc2cnccc12. As a reaction SMILES: [Br:6][c:7]1[c:8]2[cH:9][cH:10][n:11][cH:12][c:13]2[cH:14][cH:15][cH:16]1.[C:17]([C:18](=[O:19])[O:20][CH3:21])(=[O:22])[O:23][CH3:24].[C:1]([Li:2])([CH3:3])([CH3:4])[CH3:5].[CH2:25]1[O:26][CH2:27][CH2:28][CH2:29]1>>[c:7]1([C:17]([C:18](=[O:19])[O:20][CH3:21])=[O:22])[c:8]2[cH:9][cH:10][n:11][cH:12][c:13]2[cH:14][cH:15][cH:16]1. Starting materials: CCc1nnc2nc3c(nn12)C(=O)c1ccccc1-3, Cc1ccccc1, Nc1ccccc1. As a reaction SMILES: [CH2:1]([CH3:2])[c:3]1[n:4][n:5][c:6]2[n:7]1[n:8][c:9]1[c:17]([n:18]2)-[c:16]2[c:11]([cH:12][cH:13][cH:14][cH:15]2)[C:10]1=[O:19].[CH3:27][c:28]1[cH:29][cH:30][cH:31][cH:32][cH:33]1.[NH2:20][c:21]1[cH:22][cH:23][cH:24][cH:25][cH:26]1>>[CH2:1]([CH3:2])[c:3]1[n:4][n:5][c:6]2[n:7]1[n:8][c:9]1[c:17]([n:18]2)-[c:16]2[c:11]([cH:12][cH:13][cH:14][cH:15]2)[C:10]1=[N:20][c:21]1[cH:22][cH:23][cH:24][cH:25][cH:26]1. Yields the product CCc1nnc2nc3c(nn12)C(=Nc1ccccc1)c1ccccc1-3.